Task: describe an organic reaction: reactants, conditions, products, and yield. Dataset: the Open Reaction Database (ORD), a public repository of structured organic reaction records The reactants are ClC=1N=CC(=NC1)C(=O)NC1=C(C(=O)NC2=NC=C(C=C2)Cl)C=C(C=C1)F (2-(5-chloropyrazin-2-ylcarbonylamino)-5-fluoro-N-(5-chloropyridin-2-yl)benzamide), C(=O)(OC(C)(C)C)N1CCNCCC1 (1-Boc-hexahydro-1,4-diazepine), N1=CC=CC=C1 (pyridine), CCOCC (Ether). The solvent is CS(=O)C (DMSO), C(C)(=O)OCC (ethyl acetate). Conditions: time 1 hour. Product: C(C)(C)(C)OC(=O)N1CCN(CCC1)C=1N=CC(=NC1)C(=O)NC1=C(C(=O)NC2=NC=C(C=C2)Cl)C=C(C=C1)F (2-[5-(4-t-Butoxycarbonylhexahydro-1,4-diazepin-1-yl)pyrazin-2-ylcarbonylamino]-5-fluoro-N-(5-chloropyridin-2-yl)-benzamide). As a reaction SMILES: Cl[C:2]1[N:3]=[CH:4][C:5]([C:8]([NH:10][C:11]2[CH:26]=[CH:25][C:24]([F:27])=[CH:23][C:12]=2[C:13]([NH:15][C:16]2[CH:21]=[CH:20][C:19]([Cl:22])=[CH:18][N:17]=2)=[O:14])=[O:9])=[N:6][CH:7]=1.[C:28]([N:35]1[CH2:41][CH2:40][CH2:39][NH:38][CH2:37][CH2:36]1)([O:30][C:31]([CH3:34])([CH3:33])[CH3:32])=[O:29].N1C=CC=CC=1.CCOCC>CS(C)=O.C(OCC)(=O)C>[C:31]([O:30][C:28]([N:35]1[CH2:41][CH2:40][CH2:39][N:38]([C:2]2[N:3]=[CH:4][C:5]([C:8]([NH:10][C:11]3[CH:26]=[CH:25][C:24]([F:27])=[CH:23][C:12]=3[C:13]([NH:15][C:16]3[CH:21]=[CH:20][C:19]([Cl:22])=[CH:18][N:17]=3)=[O:14])=[O:9])=[N:6][CH:7]=2)[CH2:37][CH2:36]1)=[O:29])([CH3:34])([CH3:32])[CH3:33]. Reported procedure: To a solution (or suspension) of 2-(5-chloropyrazin-2-ylcarbonylamino)-5-fluoro-N-(5-chloropyridin-2-yl)benzamide (Intermediate A-1, 10 g, 24.62 mmol) in DMSO (30 mL) was added 1-Boc-hexahydro-1,4-diazepine (9.86 g, 49.23 mmol) and pyridine (2.4 mL, 30 mmol). The reaction mixture was stirred for one hour at room temperature before it was heated in a sealed tube at 75–80° C. for 18 h. The mixture was cooled to room temperature, diluted with ethyl acetate (800 mL), washed with saturated aqueous ci... The reactants are Nc1ncc(Br)cc1C(F)(F)F, CCCCO, CNCCNC, [Cu]I, [I-], [Na+]. Product: Nc1ncc(I)cc1C(F)(F)F. As a reaction SMILES: [Br:1][c:2]1[cH:3][c:4]([C:9]([F:10])([F:11])[F:12])[c:5]([NH2:8])[n:6][cH:7]1.[CH2:21]([OH:22])[CH2:23][CH2:24][CH3:25].[CH3:15][NH:16][CH2:17][CH2:18][NH:19][CH3:20].[Cu:26][I:27].[I-:14].[Na+:13]>>[c:2]1([I:14])[cH:3][c:4]([C:9]([F:10])([F:11])[F:12])[c:5]([NH2:8])[n:6][cH:7]1. Product: CC1=C(C=CC(=C1)C)NC(=S)NCCO (1-(2,4-dimethylphenyl)-3-(2-hydroxyethyl)-thiourea). Reaction conditions: temperature 4 celsius. Procedure details: To 20 g. (0.12 mole) of 2,4-dimethylphenylisothiocyanate in 30 ml. of acetone was added dropwise 10 g. (0.16 mole) of ethanolamine in 20 ml. acetone. The solution was refluxed 1 hour then cooled to 4° C., to give crystals which were filtered off, washed with cold ethanol and dried to afford 1-(2,4-dimethylphenyl)-3-(2-hydroxyethyl)-thiourea, 16.8 g. (54% yield) of white crystals m.p. 137.5°-139° C. RXN SMILES: [CH3:1][C:2]1[CH:7]=[C:6]([CH3:8])[CH:5]=[CH:4][C:3]=1[N:9]=[C:10]=[S:11].[CH2:12]([CH2:14][NH2:15])[OH:13]>CC(C)=O>[CH3:1][C:2]1[CH:7]=[C:6]([CH3:8])[CH:5]=[CH:4][C:3]=1[NH:9][C:10]([NH:15][CH2:14][CH2:12][OH:13])=[S:11]. Starting materials: CC1=C(C=CC(=C1)C)N=C=S (2,4-dimethylphenylisothiocyanate), C(O)CN (ethanolamine). Run in CC(=O)C (acetone), CC(=O)C (acetone). The reactants are COCN1c2cc(CCC#N)ccc2Sc2nccnc21, CCOC(C)=O, CS(C)=O, Cl, [K+], [OH-]. The product is COCN1c2cc(CCC(N)=O)ccc2Sc2nccnc21. As a reaction SMILES: [CH3:1][O:2][CH2:3][N:4]1[c:5]2[c:6]([n:18][cH:19][cH:20][n:21]2)[S:7][c:8]2[c:9]1[cH:10][c:11]([CH2:14][CH2:15][C:16]#[N:17])[cH:12][cH:13]2.[CH3:25][CH2:26][O:27][C:28](=[O:29])[CH3:30].[CH3:31][S:32](=[O:33])[CH3:34].[ClH:24].[K+:23].[OH-:22]>>[CH3:1][O:2][CH2:3][N:4]1[c:5]2[c:6]([n:18][cH:19][cH:20][n:21]2)[S:7][c:8]2[c:9]1[cH:10][c:11]([CH2:14][CH2:15][C:16]([NH2:17])=[O:27])[cH:12][cH:13]2. The reactants are C(=O)=O.CC(=O)C (dry ice acetone), C(CCC)[Li] (n-butyllithium), C(C=C)O (allyl alcohol), FC(=C(F)F)F (tetrafluoroethylene), [H-].[Na+] (NaH). Run in C1CCOC1 (THF), C1CCOC1 (THF), O (water), C1CCOC1 (THF). Run at temperature -50 celsius, time 3 hour. Product: FC(C(=O)O)(CC=C)F (2,2-Difluoro-4-pentenoic Acid). Reaction SMILES: [C:1](=[O:3])=[O:2].[CH3:4][C:5](C)=O.[F:8][C:9]([F:13])=[C:10](F)F.[H-].[Na+].C(O)C=C.C([Li])CCC>C1COCC1.O>[F:8][C:9]([F:13])([CH2:10][CH:4]=[CH2:5])[C:1]([OH:3])=[O:2] |f:0.1,3.4|. Procedure details: A 250 ml, three-necked flask equipped with a magnetic stir bar, a low-temperature thermometer, a condenser filled with dry ice/acetone, and a balloon is charged with dry THF (100 mL). The flask is cooled to approximately −50° C. and tetrafluoroethylene is passed through a tube of silica and then through a needle into the THF until saturation is reached (as judged by inflation of the balloon). The flask is allowed to warm to −5 to −10° C. which causes the balloon to inflate slightly (most of the ... Starting materials: ClC(C(=O)O)Cl (dichloroacetic acid), OC1=C(C(C2=CC=CC=C2)(O)C)C=C(C=C1)Cl (2-hydroxy-5-chloro-α-methyl-benzhydrol), CO (methanol), [H-].[Na+] (sodium hydride), oil. The solvent is O1CCOCC1 (dioxane), O1CCOCC1 (dioxane), O (water), O1CCOCC1 (dioxane). Run at temperature 80 celsius. The product is ClC1=CC2=C(OC(OC2(C2=CC=CC=C2)C)C(=O)O)C=C1 (6-chloro-4-methyl-4-phenyl-[4H]-1,3-benzodioxin-2-carboxylic acid). RXN SMILES: [H-].[Na+].Cl[CH:4](Cl)[C:5]([OH:7])=[O:6].[OH:9][C:10]1[CH:24]=[CH:23][C:22]([Cl:25])=[CH:21][C:11]=1[C:12]([CH3:20])([OH:19])[C:13]1[CH:18]=[CH:17][CH:16]=[CH:15][CH:14]=1.CO>O1CCOCC1.O>[Cl:25][C:22]1[CH:23]=[CH:24][C:10]2[O:9][CH:4]([C:5]([OH:7])=[O:6])[O:19][C:12]([CH3:20])([C:13]3[CH:14]=[CH:15][CH:16]=[CH:17][CH:18]=3)[C:11]=2[CH:21]=1 |f:0.1|. Reported procedure: 60 mg of dibenzo-18-couronne-6 were added at 150° C. to a mixture of 10 ml of dioxane and 1.35 g of sodium hydride as a 50% oil suspension and then a solution of 0.61 ml of dichloroacetic acid in 10 ml of dioxane was added thereto over 5 minutes followed by addition of solution of 1.25 g of 2-hydroxy-5-chloro-α-methyl-benzhydrol in 5 ml of dioxane over 10 minutes at 20° C. The mixture was heated for 6 hours at 80° C., cooled to 20° C. and 2 ml of methanol were added thereto. The mixture was pour... Starting materials: C(#N)C[C@@H](C)N1CCC(CC1)N(C(C1=CN=CC=C1C)=O)C=1C=NC(=CC1)C(F)(F)F ((R)-N-[1-(2-cyano-1-methyl-ethyl)-piperidin-4-yl]-4-methyl-N-(6-trifluoromethyl-pyridin-3-yl)-nicotinamide), B.C1CCOC1 (borane THF). The solvent is C1CCOC1 (THF), C1CCOC1 (THF). Run at temperature 65 celsius. The product is NCC[C@@H](C)N1CCC(CC1)N(C=1C=NC(=CC1)C(F)(F)F)CC=1C=NC=CC1C ([1-((R)-3-amino-1-methyl-propyl)-piperidin-4-yl]-(4-methyl-pyridin-3-ylmethyl)-(6-trifluoromethyl-pyridin-3-yl)-amine). Yield: 58.5%. Reaction SMILES: [C:1]([CH2:3][C@H:4]([N:6]1[CH2:11][CH2:10][CH:9]([N:12]([C:22]2[CH:23]=[N:24][C:25]([C:28]([F:31])([F:30])[F:29])=[CH:26][CH:27]=2)[C:13](=O)[C:14]2[C:19]([CH3:20])=[CH:18][CH:17]=[N:16][CH:15]=2)[CH2:8][CH2:7]1)[CH3:5])#[N:2].B.C1COCC1>C1COCC1>[NH2:2][CH2:1][CH2:3][C@H:4]([N:6]1[CH2:11][CH2:10][CH:9]([N:12]([CH2:13][C:14]2[CH:15]=[N:16][CH:17]=[CH:18][C:19]=2[CH3:20])[C:22]2[CH:23]=[N:24][C:25]([C:28]([F:31])([F:30])[F:29])=[CH:26][CH:27]=2)[CH2:8][CH2:7]1)[CH3:5] |f:1.2|. Procedure details: To a solution of (R)-N-[1-(2-cyano-1-methyl-ethyl)-piperidin-4-yl]-4-methyl-N-(6-trifluoromethyl-pyridin-3-yl)-nicotinamide (0.62 g, 1.44 mmol) in THF (25 mL) was added a solution of borane-THF in THF (1.0 M, 8.62 mL, 8.62 mmol) and the reaction was refluxed for 16 h. The reaction was cooled and carefully quenched with 9N HCl (14 mL) and heated to 65° C. for 2 h. The mixture was cooled and concentrated to remove the THF. The remaining aqueous solution was neutralized to pH>13 with 10N NaOH and d...